Dataset: the Open Reaction Database (ORD), a public repository of structured organic reaction records. Task: describe an organic reaction: reactants, conditions, products, and yield Starting materials: S(=O)(=O)([O-])S(=O)[O-].[Na+].[Na+] (sodium metabisulphite), [I-].[Na+] (sodium iodide), C([O-])([O-])=O.[Na+].[Na+] (sodium carbonate), C(C)(=O)Cl (Acetyl chloride), ClC1=NC=CC(=C1)C1=CC(=CC=C1)OC(F)(F)F (2-chloro-4-[3-(trifluoromethoxy)phenyl]-pyridine), [I-].[Na+] (sodium iodide). Run in CCOC(=O)C (EtOAc), O (Water), CC#N (MeCN). Conditions: temperature 80 celsius, time 3 hour. The product is IC1=NC=CC(=C1)C1=CC(=CC=C1)OC(F)(F)F (2-Iodo-4-[3-(trifluoromethoxy)phenyl]pyridine). Isolated yield 107.0%. As a reaction SMILES: C(Cl)(=O)C.Cl[C:6]1[CH:11]=[C:10]([C:12]2[CH:17]=[CH:16][CH:15]=[C:14]([O:18][C:19]([F:22])([F:21])[F:20])[CH:13]=2)[CH:9]=[CH:8][N:7]=1.[I-:23].[Na+].C(=O)([O-])[O-].[Na+].[Na+].S(S([O-])=O)([O-])(=O)=O.[Na+].[Na+]>CC#N.CCOC(C)=O.O>[I:23][C:6]1[CH:11]=[C:10]([C:12]2[CH:17]=[CH:16][CH:15]=[C:14]([O:18][C:19]([F:22])([F:21])[F:20])[CH:13]=2)[CH:9]=[CH:8][N:7]=1 |f:2.3,4.5.6,7.8.9|. Reported procedure: Acetyl chloride (4.45 mL, 62.6 mmol) was added to a solution of 2-chloro-4-[3-(trifluoromethoxy)phenyl]-pyridine [CAS 1261856-64-7] (11.42 g, 41.73 mmol) and sodium iodide (31.28 g, 208.67 mmol) in MeCN (200 mL) under N2, and the resulting suspension was heated at 80° C. for 18 hrs. Additional sodium iodide was added (20 mol %) and stirring was continued for 3 hrs. The reaction was cooled and the mixture was treated with aqueous sodium carbonate. After 5 minutes, solid sodium metabisulphite was ... Reactants: C(C)(=O)[O-].[Na+] (sodium acetate), ClC1=C(OC(C(C(CF)(C)C)O)N2C=NC=C2)C=CC(=C1)Cl (1-(2,4-dichlorophenoxy)-3,3-dimethyl-4-fluoro-1-(imidazol-1-yl)-butan-2-ol), O (water). Run in C(C)(=O)OC(C)=O (acetic anhydride). Run at temperature 100 celsius, time 10 hour. Product: Cl.C(C)(=O)OC(C(N1C=NC=C1)OC1=C(C=C(C=C1)Cl)Cl)C(CF)(C)C (2-acetoxy-1-(2,4-dichlorophenoxy)-3,3-dimethyl-4-fluoro-1-(imidazol-1-yl)-butane hydrochloride). Isolated yield 2948.3%. Reaction SMILES: [Cl:1][C:2]1[CH:21]=[C:20]([Cl:22])[CH:19]=[CH:18][C:3]=1[O:4][CH:5]([N:13]1[CH:17]=[CH:16][N:15]=[CH:14]1)[CH:6]([OH:12])[C:7]([CH3:11])([CH3:10])[CH2:8][F:9].[C:23]([O-])(=[O:25])[CH3:24].[Na+].O>C(OC(=O)C)(=O)C>[ClH:1].[C:23]([O:12][CH:6]([C:7]([CH3:11])([CH3:10])[CH2:8][F:9])[CH:5]([O:4][C:3]1[CH:18]=[CH:19][C:20]([Cl:22])=[CH:21][C:2]=1[Cl:1])[N:13]1[CH:17]=[CH:16][N:15]=[CH:14]1)(=[O:25])[CH3:24] |f:1.2,5.6|. Procedure: 17.3 g (0.05 mol) of 1-(2,4-dichlorophenoxy)-3,3-dimethyl-4-fluoro-1-(imidazol-1-yl)-butan-2-ol were dissolved in 100 ml of acetic anhydride and, after adding 0.1 g of sodium acetate, the mixture was stirred at 100° C. for 10 hours. Thereafter, the reaction solution was allowed to cooled to room temperature, stirred into 500 ml of water and left to stand for 15 hours. The aqueous phase was extracted twice with 200 ml of methylene chloride each time. The combined organic phases were washed with 1... The reactants are ClC1=CC=CC=2C(=C(SC21)S(=O)(=O)Cl)C (7-chloro-3-methylbenzothiophene-2-sulfonyl chloride), ClC1=CC=CC=2C(=C(SC21)S(=O)(=O)Cl)C (7-chloro-3-methylbenzothiophene-2-sulfonyl chloride), NC=1C=C(C=CC1)C1=NN=NN1 (5-(3-amino-phenyl)tetrazole). Yields the product ClC1=CC=CC=2C(=C(SC21)S(=O)(=O)NC2=CC(=CC=C2)C2=NN=NN2)C (7-Chloro-3-methyl-N-[3-(1H-tetrazol-5-yl)phenyl]-1-benzothiophene-2-sulfonamide). The yield is 49.8%. As a reaction SMILES: [Cl:1][C:2]1[C:10]2[S:9][C:8]([S:11](Cl)(=[O:13])=[O:12])=[C:7]([CH3:15])[C:6]=2[CH:5]=[CH:4][CH:3]=1.[NH2:16][C:17]1[CH:18]=[C:19]([C:23]2[NH:27][N:26]=[N:25][N:24]=2)[CH:20]=[CH:21][CH:22]=1>>[Cl:1][C:2]1[C:10]2[S:9][C:8]([S:11]([NH:16][C:17]3[CH:22]=[CH:21][CH:20]=[C:19]([C:23]4[NH:27][N:26]=[N:25][N:24]=4)[CH:18]=3)(=[O:13])=[O:12])=[C:7]([CH3:15])[C:6]=2[CH:5]=[CH:4][CH:3]=1. Procedure: The product was prepared according to General Procedure 1, described in Example 1, starting from 7-chloro-3-methylbenzothiophene-2-sulfonyl chloride (Intermediate 6) (30 mg, 0.10 mmol) and 5-(3-amino-phenyl)tetrazole (34 mg, 0.21 mmol) giving 20.2 mg (50%) of the title compound. MS (ESI+) calcd for C16H12ClN5O2S2 405.012094, found 405.012294. Reactants: N1(C)C(=O)N(C)C=2N=CN(C2C1=O)CC(N)=NO (2-(theophyllin-7-yl)-acetamidoxime), ethyl ester, CC[O-].[Na+] (sodium ethylate), CO (methanol). Yields the product OCCC1=NC(=NO1)CN1C=NC=2N(C(N(C)C(C12)=O)=O)C (7-[{5-(2-hydroxy-ethyl)-1,2,4-oxadiazol-3-yl}-methyl]-theophylline). The yield is 87.0%. RXN SMILES: [N:1]1([C:12](=[O:13])[C:11]2[N:10]([CH2:14][C:15](=[N:17][OH:18])[NH2:16])[CH:9]=[N:8][C:7]=2[N:5]([CH3:6])[C:3]1=[O:4])[CH3:2].[CH3:19][CH2:20][O-:21].[Na+].[CH3:23]O>>[OH:21][CH2:20][CH2:19][C:23]1[O:18][N:17]=[C:15]([CH2:14][N:10]2[C:11]3[C:12](=[O:13])[N:1]([CH3:2])[C:3](=[O:4])[N:5]([CH3:6])[C:7]=3[N:8]=[CH:9]2)[N:16]=1 |f:1.2|. Reported procedure: 5.04 g. of 2-(theophyllin-7-yl)-acetamidoxime, 4.8 g. hydracrylyc acid ethyl ester, 2.16 g. of sodium ethylate and 100 cm3 of methanol are heated under pressure at 100° C. for 12 hours. The solvent is distilled off and the residue is crystallized from water. 5.3 g. (87% yield) of 7-[{5-(2-hydroxy-ethyl)-1,2,4-oxadiazol-3-yl}-methyl]-theophylline are obtained, m.p.: 145° C. The raw hydroxy ethyl compound is heated with 20 cm3 thionyl chloride and 20 cm3 benzene for 2 hours. The solvent is distill... The reactants are S1C=NC(=C1)CN1N=CC2=CC(=CC=C12)NC1=NC=NC2=CC=CC(=C12)O[C@@H](C(=O)OC)C (methyl (2R)-2-[(4-{[1-(1,3-thiazol-4-ylmethyl)-1H-indazol-5-yl]amino}quinazolin-5-yl)oxy]propanoate), N1CCCC1 (pyrrolidine). Product: C[C@H](C(N1CCCC1)=O)OC1=C2C(=NC=NC2=CC=C1)NC=1C=C2C=NN(C2=CC1)CC=1N=CSC1 (5-[(1R)-1-methyl-2-oxo-2-pyrrolidin-1-ylethoxy]-N-[1-(1,3-thiazol-4-ylmethyl)-1H-indazol-5-yl]quinazolin-4-amine). The yield is 60.5%. As a reaction SMILES: [S:1]1[CH:5]=[C:4]([CH2:6][N:7]2[C:15]3[C:10](=[CH:11][C:12]([NH:16][C:17]4[C:26]5[C:21](=[CH:22][CH:23]=[CH:24][C:25]=5[O:27][C@H:28]([CH3:33])[C:29]([O:31]C)=O)[N:20]=[CH:19][N:18]=4)=[CH:13][CH:14]=3)[CH:9]=[N:8]2)[N:3]=[CH:2]1.[NH:34]1[CH2:38][CH2:37][CH2:36][CH2:35]1>>[CH3:33][C@@H:28]([O:27][C:25]1[CH:24]=[CH:23][CH:22]=[C:21]2[C:26]=1[C:17]([NH:16][C:12]1[CH:11]=[C:10]3[C:15](=[CH:14][CH:13]=1)[N:7]([CH2:6][C:4]1[N:3]=[CH:2][S:1][CH:5]=1)[N:8]=[CH:9]3)=[N:18][CH:19]=[N:20]2)[C:29](=[O:31])[N:34]1[CH2:38][CH2:37][CH2:36][CH2:35]1. Procedure: Using the same procedure as in Example 26, methyl (2R)-2-[(4-{[1-(1,3-thiazol-4-ylmethyl)-1H-indazol-5-yl]amino}quinazolin-5-yl)oxy]propanoate (200 mg, 0.43 mmol) was reacted with pyrrolidine (0.36 ml, 4.3 mmol) to give the title compound as a solid (130 mg, 60%), except that the mixture was heated at 45° C. for 20 hours and purified by chromatography on silica gel (eluant: 3% methanol in DCM). NMR Spectrum 1.60 (d, 3H), 1.81 (m, 2H), 1.94 (m, 2H), 3.47-3.38 (m, 3H), 3.77 (m, 1H), 5.62 (q, 1H), ... Procedure details: Use of Phosphoric Acid 77 g of triacetonamine were initially charged in 240 g of toluene together with 47 g of ethylene glycol. Subsequently, sufficient phosphoric acid (63 g) was added that the reaction mixture showed an acidic pH (≦2) when tested with a moistened indicator paper. The reaction mixture was heated to reflux temperature and water of reaction formed was removed on a water separator. After approx. 3 hours, there was less than 10% of the desired product according to the gas chromatog... RXN SMILES: P(=O)(O)(O)O.[CH3:6][C:7]1([CH3:16])[NH:13][C:12]([CH3:15])([CH3:14])[CH2:11][C:9](=[O:10])[CH2:8]1.[CH2:17]([OH:20])[CH2:18]O.O.[C:22]1(C)C=CC=CC=1>>[CH3:6][C:7]1([CH3:16])[NH:13][C:12]([CH3:15])([CH3:14])[CH2:11][C:9]2([O:20][CH2:17][CH2:18][CH2:22][O:10]2)[CH2:8]1. Starting materials: P(O)(O)(O)=O (phosphoric acid), O (water), P(O)(O)(O)=O (Phosphoric Acid), CC1(CC(=O)CC(N1)(C)C)C (triacetonamine), C(CO)O (ethylene glycol), C1(=CC=CC=C1)C (toluene). Product: CC1(CC2(OCCCO2)CC(N1)(C)C)C (8,8,10,1 0-tetramethyl-1,5-dioxa-9-azaspiro[5.5]undecane). Conditions: time 3 hour.